This data is from the Open Reaction Database (ORD), a public repository of structured organic reaction records. The task is: describe an organic reaction: reactants, conditions, products, and yield Starting materials: O=C(Cl)c1ccc(Br)cc1, CCC(NCCN(C)C)c1nc2sc(Br)c(Br)c2c(=O)n1Cc1ccccc1, CCN(C(C)C)C(C)C, ClCCl. Yields the product CCC(c1nc2sc(Br)c(Br)c2c(=O)n1Cc1ccccc1)N(CCN(C)C)C(=O)c1ccc(Br)cc1. RXN SMILES: [Br:1][c:2]1[cH:3][cH:4][c:5]([C:6](=[O:7])[Cl:8])[cH:9][cH:10]1.[CH2:11]([c:12]1[cH:13][cH:14][cH:15][cH:16][cH:17]1)[n:18]1[c:19]([CH:30]([CH2:31][CH3:32])[NH:33][CH2:34][CH2:35][N:36]([CH3:37])[CH3:38])[n:20][c:21]2[c:22]([c:23]1=[O:24])[c:25]([Br:29])[c:26]([Br:28])[s:27]2.[CH:39]([N:40]([CH2:41][CH3:42])[CH:43]([CH3:44])[CH3:45])([CH3:46])[CH3:47].[Cl:48][CH2:49][Cl:50]>>[Br:1][c:2]1[cH:3][cH:4][c:5]([C:6](=[O:7])[N:33]([CH:30]([c:19]2[n:18]([CH2:11][c:12]3[cH:13][cH:14][cH:15][cH:16][cH:17]3)[c:23](=[O:24])[c:22]3[c:21]([n:20]2)[s:27][c:26]([Br:28])[c:25]3[Br:29])[CH2:31][CH3:32])[CH2:34][CH2:35][N:36]([CH3:37])[CH3:38])[cH:9][cH:10]1.